This data is from the Open Reaction Database (ORD), a public repository of structured organic reaction records. The task is: describe an organic reaction: reactants, conditions, products, and yield Starting materials: C(CCC)OCCOC1=CC=C(C=C1)C=1C=CC2=C(C=C(CCN2CC2=C(C=CC=C2)F)C(=O)OC)C1 (methyl 7-(4-butoxyethoxyphenyl)-1-(2-fluorobenzyl)-2,3-dihydro-1-benzazepine-4-carboxylate), Cl (hydrochloric acid), [OH-].[Na+] (sodium hydroxide), O (water). Solvent: O1CCCC1 (tetrahydrofuran), CO (methanol). Run at time 4 day. The product is C(CCC)OCCOC1=CC=C(C=C1)C=1C=CC2=C(C=C(CCN2CC2=C(C=CC=C2)F)C(=O)O)C1 (7-(4-butoxyethoxyphenyl)-1-(2-fluorobenzyl)-2,3-dihydro-1-benzazepine-4-carboxylic acid). Yield: 83.2%. RXN SMILES: [CH2:1]([O:5][CH2:6][CH2:7][O:8][C:9]1[CH:14]=[CH:13][C:12]([C:15]2[CH:16]=[CH:17][C:18]3[N:24]([CH2:25][C:26]4[CH:31]=[CH:30][CH:29]=[CH:28][C:27]=4[F:32])[CH2:23][CH2:22][C:21]([C:33]([O:35]C)=[O:34])=[CH:20][C:19]=3[CH:37]=2)=[CH:11][CH:10]=1)[CH2:2][CH2:3][CH3:4].[OH-].[Na+].O.Cl>O1CCCC1.CO>[CH2:1]([O:5][CH2:6][CH2:7][O:8][C:9]1[CH:10]=[CH:11][C:12]([C:15]2[CH:16]=[CH:17][C:18]3[N:24]([CH2:25][C:26]4[CH:31]=[CH:30][CH:29]=[CH:28][C:27]=4[F:32])[CH2:23][CH2:22][C:21]([C:33]([OH:35])=[O:34])=[CH:20][C:19]=3[CH:37]=2)=[CH:13][CH:14]=1)[CH2:2][CH2:3][CH3:4] |f:1.2|. Procedure: To a solution of methyl 7-(4-butoxyethoxyphenyl)-1-(2-fluorobenzyl)-2,3-dihydro-1-benzazepine-4-carboxylate (382 mg) in a mixture of tetrahydrofuran (24 ml) and methanol (24 ml) was added 1N sodium hydroxide solution (8 ml), and the mixture was stirred at room temperature for 4 days. Then, to the mixture was added water at 0° C., and 1N hydrochloric acid was further added to make acidic (pH=4), and the mixture was extracted with ethyl acetate. The organic layer was washed with water and saturate...